From a dataset of the Open Reaction Database (ORD), a public repository of structured organic reaction records. describe an organic reaction: reactants, conditions, products, and yield The reactants are CCOC(=O)CC#N, CCOC(C)=O, Nc1ccc(F)c(F)c1, C1CCOC1. Yields the product N#CCC(=O)Nc1ccc(F)c(F)c1. Reaction SMILES: [C:10](#[N:11])[CH2:12][C:13](=[O:14])[O:15][CH2:16][CH3:17].[C:23]([O:24][CH2:25][CH3:26])(=[O:27])[CH3:28].[F:1][c:2]1[cH:3][c:4]([NH2:5])[cH:6][cH:7][c:8]1[F:9].[O:18]1[CH2:19][CH2:20][CH2:21][CH2:22]1>>[F:1][c:2]1[cH:3][c:4]([NH:5][C:13]([CH2:12][C:10]#[N:11])=[O:14])[cH:6][cH:7][c:8]1[F:9].